Dataset: the Open Reaction Database (ORD), a public repository of structured organic reaction records. Task: describe an organic reaction: reactants, conditions, products, and yield Reactants: CC(=O)OC(C)=O, CCCCCCCCCCCC1Nc2ccccc2-c2c([N+](=O)[O-])cnn21. Yields the product CCCCCCCCCCCC1N(C(C)=O)c2ccccc2-c2c([N+](=O)[O-])cnn21. RXN SMILES: [CH3:28][C:29](=[O:30])[O:31][C:32](=[O:33])[CH3:34].[N+:1](=[O:2])([O-:3])[c:4]1[cH:5][n:6][n:7]2[c:16]1-[c:15]1[c:10]([cH:11][cH:12][cH:13][cH:14]1)[NH:9][CH:8]2[CH2:17][CH2:18][CH2:19][CH2:20][CH2:21][CH2:22][CH2:23][CH2:24][CH2:25][CH2:26][CH3:27]>>[N+:1](=[O:2])([O-:3])[c:4]1[cH:5][n:6][n:7]2[c:16]1-[c:15]1[c:10]([cH:11][cH:12][cH:13][cH:14]1)[N:9]([C:29]([CH3:28])=[O:30])[CH:8]2[CH2:17][CH2:18][CH2:19][CH2:20][CH2:21][CH2:22][CH2:23][CH2:24][CH2:25][CH2:26][CH3:27]. The reactants are CC(C)(C)OC(=O)NC1CN(Cc2ccccc2)CC1NC(=O)CCCCBr, C1CCOC1, [H-], [Na+], CN(C)C=O. Yields the product CC(C)(C)OC(=O)NC1CN(Cc2ccccc2)CC1N1CCCCC1=O. Reaction SMILES: [Br:1][CH2:2][CH2:3][CH2:4][CH2:5][C:6](=[O:7])[NH:8][CH:9]1[CH:10]([NH:21][C:22]([O:23][C:24]([CH3:25])([CH3:26])[CH3:27])=[O:28])[CH2:11][N:12]([CH2:14][c:15]2[cH:16][cH:17][cH:18][cH:19][cH:20]2)[CH2:13]1.[CH2:31]1[O:32][CH2:33][CH2:34][CH2:35]1.[H-:29].[Na+:30].[O:36]=[CH:37][N:38]([CH3:39])[CH3:40]>>[CH2:2]1[CH2:3][CH2:4][CH2:5][C:6](=[O:7])[N:8]1[CH:9]1[CH:10]([NH:21][C:22]([O:23][C:24]([CH3:25])([CH3:26])[CH3:27])=[O:28])[CH2:11][N:12]([CH2:14][c:15]2[cH:16][cH:17][cH:18][cH:19][cH:20]2)[CH2:13]1. Starting materials: CC(Br)C(=O)Cl, C#CC(C)(C)NCC1OC(C)C(C)O1, [Na+], [Na+], O=C([O-])[O-], O, c1ccccc1. Product: C#CC(C)(C)N(CC1OC(C)C(C)O1)C(=O)C(C)Br. Reaction SMILES: [Br:27][CH:28]([C:29](=[O:30])[Cl:31])[CH3:32].[CH3:1][C:2]([C:3]#[CH:4])([CH3:5])[NH:6][CH2:7][CH:8]1[O:9][CH:10]([CH3:14])[CH:11]([CH3:13])[O:12]1.[Na+:21].[Na+:22].[O-:23][C:24](=[O:25])[O-:26].[OH2:33].[cH:15]1[cH:16][cH:17][cH:18][cH:19][cH:20]1>>[CH3:1][C:2]([C:3]#[CH:4])([CH3:5])[N:6]([CH2:7][CH:8]1[O:9][CH:10]([CH3:14])[CH:11]([CH3:13])[O:12]1)[C:29]([CH:28]([Br:27])[CH3:32])=[O:30]. Starting materials: CC(=O)NCCN, CCN(C(C)C)C(C)C, O=[N+]([O-])c1cnc(Cl)nc1Cl, C1CCOC1. Product: CC(=O)NCCNc1nc(Cl)ncc1[N+](=O)[O-]. As a reaction SMILES: [C:21]([CH3:22])(=[O:23])[NH:24][CH2:25][CH2:26][NH2:27].[CH:12]([N:13]([CH2:14][CH3:15])[CH:16]([CH3:17])[CH3:18])([CH3:19])[CH3:20].[Cl:1][c:2]1[n:3][cH:4][c:5]([N+:9](=[O:10])[O-:11])[c:6]([Cl:8])[n:7]1.[O:28]1[CH2:29][CH2:30][CH2:31][CH2:32]1>>[Cl:1][c:2]1[n:3][cH:4][c:5]([N+:9](=[O:10])[O-:11])[c:6]([NH:27][CH2:26][CH2:25][NH:24][C:21]([CH3:22])=[O:23])[n:7]1. Starting materials: C(C)OC(C(C)(OC1=C(C=C(C=C1)CN(CC1=CC(=CC=C1)OC)C1=C(N=C(S1)C1=CC=C(C=C1)C(F)(F)F)C)C)C)=O (2-Methyl-2-(2-methyl-4-{([4-methyl-2-(4-trifluoromethylphenyl)thiazol-5-yl][3-methoxybenzyl]amino)methyl}phenoxy)propionic acid ethyl ester), [OH-].[Na+] (NaOH). The solvent is CCO (EtOH). Reaction conditions: temperature 85 celsius, time 1 hour. Yields the product CC(C(=O)O)(C)OC1=C(C=C(C=C1)CN(CC1=CC(=CC=C1)OC)C1=C(N=C(S1)C1=CC=C(C=C1)C(F)(F)F)C)C (2-Methyl-2-(2-methyl-4-{([4-methyl-2-(4-trifluoromethylphenyl)thiazol-5-yl][3-methoxybenzyl]amino)methyl}phenoxy)propionic acid). Isolated yield 35.4%. As a reaction SMILES: C([O:3][C:4](=[O:43])[C:5]([CH3:42])([O:7][C:8]1[CH:13]=[CH:12][C:11]([CH2:14][N:15]([C:25]2[S:29][C:28]([C:30]3[CH:35]=[CH:34][C:33]([C:36]([F:39])([F:38])[F:37])=[CH:32][CH:31]=3)=[N:27][C:26]=2[CH3:40])[CH2:16][C:17]2[CH:22]=[CH:21][CH:20]=[C:19]([O:23][CH3:24])[CH:18]=2)=[CH:10][C:9]=1[CH3:41])[CH3:6])C.[OH-].[Na+]>CCO>[CH3:42][C:5]([O:7][C:8]1[CH:13]=[CH:12][C:11]([CH2:14][N:15]([C:25]2[S:29][C:28]([C:30]3[CH:31]=[CH:32][C:33]([C:36]([F:38])([F:39])[F:37])=[CH:34][CH:35]=3)=[N:27][C:26]=2[CH3:40])[CH2:16][C:17]2[CH:22]=[CH:21][CH:20]=[C:19]([O:23][CH3:24])[CH:18]=2)=[CH:10][C:9]=1[CH3:41])([CH3:6])[C:4]([OH:43])=[O:3] |f:1.2|. Procedure: To a solution of example 96 (450 mg, 0.29 mmol) in EtOH (20 mL) was added 1N NaOH (0.9 mL, 3 eq.) and the reaction was stirred at 85° C. for 1 h. When all of the starting material had disappeared, the reaction cooled, evaporated to dryness, taken up with 1N HCl, extracted with CH2Cl2 and washed with water. The organic phase was dried over Na2SO4, filtered and the solvent removed in vacuo. The residue was chromatographed eluting with CH2Cl2 (100%) to afford the title compound as a yellow solid (6... Reactants: ClC1=CC2=C(NC(=N2)OC(COCC[Si](C)(C)C)C2(CCN(CC2)S(=O)(=O)C)C2=CC=C(C=C2)C2=CC(=CC=C2)C#N)C=C1Cl (4′-{4-[5,6-dichloro-1-(2-trimethylsilanyl-ethoxymethyl)-1H-benzoimidazol-2-yloxymethyl]-1-methanesulfonyl-piperidin-4-yl}-biphenyl-3-carbonitrile), [F-].C(CCC)[N+](CCCC)(CCCC)CCCC (tetrabutylammonium fluoride). Solvent: C(C)(=O)OCC (ethyl acetate), O1CCCC1 (tetrahydrofuran). Conditions: temperature 60 celsius. Yields the product ClC1=CC2=C(NC(=N2)OCC2(CCN(CC2)S(=O)(=O)C)C2=CC=C(C=C2)C2=CC(=CC=C2)C#N)C=C1Cl (4′-[4-(5,6-Dichloro-1H-benzoimidazol-2-yloxymethyl)-1-methanesulfonyl-piperidin-4-yl]-biphenyl-3-carbonitrile). The yield is 44.9%. As a reaction SMILES: [Cl:1][C:2]1[C:44]([Cl:45])=[CH:43][C:5]2[NH:6][C:7]([O:9][CH:10]([C:19]3([C:29]4[CH:34]=[CH:33][C:32]([C:35]5[CH:40]=[CH:39][CH:38]=[C:37]([C:41]#[N:42])[CH:36]=5)=[CH:31][CH:30]=4)[CH2:24][CH2:23][N:22]([S:25]([CH3:28])(=[O:27])=[O:26])[CH2:21][CH2:20]3)COCC[Si](C)(C)C)=[N:8][C:4]=2[CH:3]=1.[F-].C([N+](CCCC)(CCCC)CCCC)CCC>O1CCCC1.C(OCC)(=O)C>[Cl:1][C:2]1[C:44]([Cl:45])=[CH:43][C:5]2[NH:6][C:7]([O:9][CH2:10][C:19]3([C:29]4[CH:30]=[CH:31][C:32]([C:35]5[CH:40]=[CH:39][CH:38]=[C:37]([C:41]#[N:42])[CH:36]=5)=[CH:33][CH:34]=4)[CH2:20][CH2:21][N:22]([S:25]([CH3:28])(=[O:26])=[O:27])[CH2:23][CH2:24]3)=[N:8][C:4]=2[CH:3]=1 |f:1.2|. Procedure: To a solution of 0.044 g of crude 4′-{4-[5,6-dichloro-1-(2-trimethylsilanyl-ethoxymethyl)-1H-benzoimidazol-2-yloxymethyl]-1-methanesulfonyl-piperidin-4-yl}-biphenyl-3-carbonitrile from the previous step (˜0.05 mmol) in 2 mL of tetrahydrofuran was added tetrabutylammonium fluoride (1M in THF, 0.1 mL, 0.1 mmol, 2 eq) and the resulting mixture was heated to 60° C. for 18 h. After cooling to room temperature, the reaction mixture was diluted with 10 mL of ethyl acetate and washed with H2O and satura...